From a dataset of the Open Reaction Database (ORD), a public repository of structured organic reaction records. describe an organic reaction: reactants, conditions, products, and yield The reactants are Fc1ccccc1Br, CC(C)n1ccnc1. The reagents and catalysts are CC(C)(C)c1ccc(-c2ccc(C(C)(C)C)cc2)cc1 (4,4'-di-tert-butylbiphenyl), CC(C)(C)C(=O)[O-].[K+] (KOPiv), Cl[Pd]CC=C.C=CC[Pd]Cl ([Pd(allyl)Cl]2), CN(C)c1ccc(P(C2CCCCC2)C2CCCCC2)cc1 (A-caPhos). The solvent is CC(=O)N(C)C (DMA), CC(=O)N(C)C (DMA), CC(=O)N(C)C (DMA). Conditions: temperature 120 celsius, time 24 hour. Product: CC(C)n1cncc1-c1ccccc1F. Isolated yield 15.1%. Reactants: CN(C)C=O, CN(C(=O)OC(C)(C)C)c1cc(Cl)ccc1[N+](=O)[O-], [H-], [Na+], CC(C)(C)OC(=O)Nc1ccc(O)cc1. Yields the product CN(C(=O)OC(C)(C)C)c1cc(Oc2ccc(NC(=O)OC(C)(C)C)cc2)ccc1[N+](=O)[O-]. As a reaction SMILES: [CH3:37][N:38]([CH3:39])[CH:40]=[O:41].[Cl:16][c:17]1[cH:18][cH:19][c:20]([N+:32](=[O:33])[O-:34])[c:21]([N:23]([C:24]([O:25][C:26]([CH3:27])([CH3:28])[CH3:29])=[O:30])[CH3:31])[cH:22]1.[H-:35].[Na+:36].[OH:1][c:2]1[cH:3][cH:4][c:5]([NH:8][C:9]([O:10][C:11]([CH3:12])([CH3:13])[CH3:14])=[O:15])[cH:6][cH:7]1>>[O:1]([c:2]1[cH:3][cH:4][c:5]([NH:8][C:9]([O:10][C:11]([CH3:12])([CH3:13])[CH3:14])=[O:15])[cH:6][cH:7]1)[c:17]1[cH:18][cH:19][c:20]([N+:32](=[O:33])[O-:34])[c:21]([N:23]([C:24]([O:25][C:26]([CH3:27])([CH3:28])[CH3:29])=[O:30])[CH3:31])[cH:22]1. Reactants: C(C)(C)(C)OC(=O)N(CC(=C)C)CCO (N-(tert-butoxycarbonyl)-N-(2-hydroxyethyl)-1-amino-2-methylprop-2-ene), C1(=CC=C(C=C1)S(=O)(=O)Cl)C (p-toluenesulfonyl chloride). The product is C(C)(C)(C)OC(=O)N(CC(=C)C)CCOS(=O)(=O)C1=CC=C(C)C=C1 (N-(tert-butoxycarbonyl)-N-(2-tosyloxyethyl)-1-amino-2-methylprop-2-ene). As a reaction SMILES: [C:1]([O:5][C:6]([N:8]([CH2:13][CH2:14][OH:15])[CH2:9][C:10]([CH3:12])=[CH2:11])=[O:7])([CH3:4])([CH3:3])[CH3:2].[C:16]1([CH3:26])[CH:21]=[CH:20][C:19]([S:22](Cl)(=[O:24])=[O:23])=[CH:18][CH:17]=1>>[C:1]([O:5][C:6]([N:8]([CH2:13][CH2:14][O:15][S:22]([C:19]1[CH:20]=[CH:21][C:16]([CH3:26])=[CH:17][CH:18]=1)(=[O:24])=[O:23])[CH2:9][C:10]([CH3:12])=[CH2:11])=[O:7])([CH3:4])([CH3:3])[CH3:2]. Procedure details: N-(tert-Butoxycarbonyl)glycine tert-butyl ester was reacted with 3-bromo-2-methylpropene according to Method B8b, Step 1 to give N-(tert-butoxycarbonyl)-N-(2-methylprop-2-enyl)glycine tert-butyl ester. The ester was reduced according to Method B8b, Step 2 to give N-(tert-butoxycarbonyl)-N-(2-hydroxyethyl)-1-amino-2-methylprop-2-ene. The alcohol was treated with p-toluenesulfonyl chloride according to Method B8b, Step 3 to give N-(tert-butoxycarbonyl)-N-(2-tosyloxyethyl)-1-amino-2-methylprop-2-en... The solvent is C(C)O (ethanol), C(C)O (ethanol), CC(=O)C (acetone), CO (methanol), C(C)O (ethanol), C(C)(C)O (isopropanol), CCCCCCC (n-heptane), CC(=O)C (acetone), CO (methanol), CO (methanol), C(C)(C)O (isopropanol), CCCCCCC (n-heptane), CO (methanol), CO (methanol), C(C)(C)O (isopropanol), C(C)(C)O (isopropanol), CO (methanol), C(C)O (ethanol), C(C)O (ethanol). The product is C(F)(F)(C(F)(F)C(F)(F)C(F)(F)F)OC (C4F9OCH3), C(C(C(F)(F)F)F)(C(C(F)(F)F)(F)F)F (HFC-43-10mee). Procedure: The present invention also relates to the discovery of azeotropic or azeotrope-like compositions of effective amounts of C4F9 OCH3 and methanol, ethanol, isopropanol, n-heptane, t-DCE, c-DCE, or acetone; C4F9OCH3, n-heptane and methanol, ethanol or isopropanol; C4F9OCH3, t-DCE and methanol, ethanol or isopropanol; C4F9OCH3, c-DCE and methanol or ethanol; C4F9OCH3, acetone and methanol, ethanol, or isopropanol; C4F9OCH3, HFC-43-10mee and methanol to form an azeotropic or azeotrope-like compositio... The reactants are C(F)(F)(C(F)(F)C(F)(F)C(F)(F)F)OC (C4F9OCH3), C(F)(F)(C(F)(F)C(F)(F)C(F)(F)F)OC (C4F9OCH3), c-DCE, t-DCE, C4F9 OCH3, c-DCE, C(F)(F)(C(F)(F)C(F)(F)C(F)(F)F)OC (C4F9OCH3), C(F)(F)(C(F)(F)C(F)(F)C(F)(F)F)OC (C4F9OCH3), t-DCE. Reaction SMILES: [C:1]([O:14][CH3:15])([C:4]([C:7]([C:10]([F:13])([F:12])[F:11])([F:9])[F:8])([F:6])[F:5])([F:3])[F:2]>CO.C(O)(C)C.C(O)C.CC(C)=O.CCCCCCC>[C:1]([O:14][CH3:15])([C:4]([C:7]([C:10]([F:12])([F:13])[F:11])([F:9])[F:8])([F:6])[F:5])([F:3])[F:2].[CH:4]([F:6])([C:7]([F:9])([F:8])[C:10]([F:13])([F:12])[F:11])[CH:1]([F:3])[C:10]([F:13])([F:12])[F:11]. The reactants are [Al+3], COC(=O)c1ccc(CC(=O)c2cc(Br)c(OC)cc2OC)cc1, [Cl-], [Cl-], [Cl-], ClCCl. Yields the product COC(=O)c1ccc(CC(=O)c2cc(Br)c(OC)cc2O)cc1. As a reaction SMILES: [Al+3:26].[Br:1][c:2]1[c:3]([O:23][CH3:24])[cH:4][c:5]([O:21][CH3:22])[c:6]([C:8]([CH2:9][c:10]2[cH:11][cH:12][c:13]([C:14](=[O:15])[O:16][CH3:17])[cH:18][cH:19]2)=[O:20])[cH:7]1.[Cl-:25].[Cl-:27].[Cl-:28].[Cl:29][CH2:30][Cl:31]>>[Br:1][c:2]1[c:3]([O:23][CH3:24])[cH:4][c:5]([OH:21])[c:6]([C:8]([CH2:9][c:10]2[cH:11][cH:12][c:13]([C:14](=[O:15])[O:16][CH3:17])[cH:18][cH:19]2)=[O:20])[cH:7]1.